Dataset: the Open Reaction Database (ORD), a public repository of structured organic reaction records. Task: describe an organic reaction: reactants, conditions, products, and yield Run at temperature 0 celsius. Solvent: CN(C=O)C (N,N-dimethylformamide). Isolated yield 42.6%. RXN SMILES: [N+:1]([C:4]1[CH:8]=[CH:7][NH:6][N:5]=1)([O-:3])=[O:2].[H-].[Na+].Br[CH:12]([CH3:14])[CH3:13]>CN(C)C=O>[CH:12]([N:6]1[CH:7]=[CH:8][C:4]([N+:1]([O-:3])=[O:2])=[N:5]1)([CH3:14])[CH3:13] |f:1.2|. Product: C(C)(C)N1N=C(C=C1)[N+](=O)[O-] (1-isopropyl-3-nitro-1H-pyrazole). Procedure: 3-Nitro-1H-pyrazole (prepared in example 3, 250 mg, 2.21 mmol) was dissolved in anhydrous N,N-dimethylformamide (5.5 mL) and a 60% dispersion of sodium hydride in mineral oil (97 mg, 2.43 mmol) was added while stirring under nitrogen. After the effervescence ceased and the reaction stirred for an additional 25 min, the reaction was chilled to 0° C. and 2-bromo-propane (324 mg, 2.64 mmol) was added. The reaction continued to stir under nitrogen at 0° C. for 20 min. The ice bath was removed and th... Reactants: BrC(C)C (2-bromo-propane), [H-].[Na+] (sodium hydride), oil, [N+](=O)([O-])C1=NNC=C1 (3-Nitro-1H-pyrazole).